Dataset: the Open Reaction Database (ORD), a public repository of structured organic reaction records. Task: describe an organic reaction: reactants, conditions, products, and yield Starting materials: ClC1=CC=C(C=C1)C=1C(=NC=C(C(=O)O)C1)OCC1COCC1 (5-(4-chloro-phenyl)-6-(tetrahydro-furan-3-ylmethoxy)-nicotinic acid), FC(C1=NOC(=N1)CN)(F)F (3-trifluoromethyl-[1,2,4]oxadiazol-5-methanamine), αD20(MeOH). The product is ClC1=CC=C(C=C1)C=1C(=NC=C(C(=O)NCC2=NC(=NO2)C(F)(F)F)C1)OCC1COCC1 ((SR)-5-(4-chlorophenyl)-6-((tetrahydrofuran-3-yl)methoxy)-N-((3-(trifluoromethyl)-1,2,4-oxadiazol-5-yl)methyl)nicotinamide). As a reaction SMILES: [Cl:1][C:2]1[CH:7]=[CH:6][C:5]([C:8]2[C:9]([O:17][CH2:18][CH:19]3[CH2:23][CH2:22][O:21][CH2:20]3)=[N:10][CH:11]=[C:12]([CH:16]=2)[C:13](O)=[O:14])=[CH:4][CH:3]=1.[F:24][C:25]([F:34])([F:33])[C:26]1[N:30]=[C:29]([CH2:31][NH2:32])[O:28][N:27]=1>>[Cl:1][C:2]1[CH:7]=[CH:6][C:5]([C:8]2[C:9]([O:17][CH2:18][CH:19]3[CH2:23][CH2:22][O:21][CH2:20]3)=[N:10][CH:11]=[C:12]([CH:16]=2)[C:13]([NH:32][CH2:31][C:29]2[O:28][N:27]=[C:26]([C:25]([F:34])([F:33])[F:24])[N:30]=2)=[O:14])=[CH:4][CH:3]=1. Procedure details: The title compound was synthesized in analogy to Example 1 using 5-(4-chloro-phenyl)-6-(tetrahydro-furan-3-ylmethoxy)-nicotinic acid (example CK) and 3-trifluoromethyl-[1,2,4]oxadiazol-5-methanamine (example AK) as starting materials; enantiomers were separated by chiral HPLC (ChiralPak AD, 30% ethanol/n-heptane (−) enantiomer isolated; LC-MS (UV peak area/ESI) 100%, 483.1038 (M+H)+; αD20(MeOH)=−12.2° Starting materials: ClC1=CC2=C(OC3=C(C(C2)N2CCNCC2)C=CC=C3)C=C1 (1-[2-chloro-10,11-dihydro-dibenz[b,f]oxepin-10-yl]-piperazine), ClCCCO (3-chloro-1-propanol). Product: ClC1=CC2=C(OC3=C(C(C2)N2CCN(CC2)CCCO)C=CC=C3)C=C1 (3-{4-[2-chloro-10,11-dihydro-dibenz[b,f]oxepin-10-yl]-1-piperazinyl}-1-propanol). Reaction SMILES: [Cl:1][C:2]1[CH:22]=[CH:21][C:5]2[O:6][C:7]3[CH:20]=[CH:19][CH:18]=[CH:17][C:8]=3[CH:9]([N:11]3[CH2:16][CH2:15][NH:14][CH2:13][CH2:12]3)[CH2:10][C:4]=2[CH:3]=1.Cl[CH2:24][CH2:25][CH2:26][OH:27]>>[Cl:1][C:2]1[CH:22]=[CH:21][C:5]2[O:6][C:7]3[CH:20]=[CH:19][CH:18]=[CH:17][C:8]=3[CH:9]([N:11]3[CH2:12][CH2:13][N:14]([CH2:24][CH2:25][CH2:26][OH:27])[CH2:15][CH2:16]3)[CH2:10][C:4]=2[CH:3]=1. Procedure details: In an analogous manner to that described in Example 5, from 1-[2-chloro-10,11-dihydro-dibenz[b,f]oxepin-10-yl]-piperazine and 3-chloro-1-propanol, there is obtained 3-{4-[2-chloro-10,11-dihydro-dibenz[b,f]oxepin-10-yl]-1-piperazinyl}-1-propanol as an oil. The dihydrochloride, prepared in ethanol, melts at 206°-207° C (with decomposition).